describe an organic reaction: reactants, conditions, products, and yield From a dataset of the Open Reaction Database (ORD), a public repository of structured organic reaction records. Starting materials: C(C1=CC=CC=C1)N1CC2C(CCC(C2(C1)C(=O)OC)C1=CC=CC=C1)=O (methyl (3aRS,4RS,7aSR)-2-benzyl-4-phenyl-7-oxoperhydroisoindole-3a-carboxylate), O.NN (hydrazine hydrate). Run in C(C)O (ethanol). The product is C(C1=CC=CC=C1)N1CC2C(CCC(C2(C1)C(=O)OC)C1=CC=CC=C1)=NN (methyl (3aRS,4SR,7aRS)-2-benzyl-7-hydrazono-4-phenylperhydroisoindole-3a-carboxylate). Reaction SMILES: [CH2:1]([N:8]1[CH2:16][C:15]2([C:17]([O:19][CH3:20])=[O:18])[CH:10]([C:11](=O)[CH2:12][CH2:13][CH:14]2[C:21]2[CH:26]=[CH:25][CH:24]=[CH:23][CH:22]=2)[CH2:9]1)[C:2]1[CH:7]=[CH:6][CH:5]=[CH:4][CH:3]=1.O.[NH2:29][NH2:30]>C(O)C>[CH2:1]([N:8]1[CH2:16][C:15]2([C:17]([O:19][CH3:20])=[O:18])[CH:10]([C:11](=[N:29][NH2:30])[CH2:12][CH2:13][CH:14]2[C:21]2[CH:26]=[CH:25][CH:24]=[CH:23][CH:22]=2)[CH2:9]1)[C:2]1[CH:7]=[CH:6][CH:5]=[CH:4][CH:3]=1 |f:1.2|. Reported procedure: A solution of 100 g (0.275 mol) of the levorotatory enantiomer of methyl (3aRS,4RS,7aSR)-2-benzyl-4-phenyl-7-oxoperhydroisoindole-3a-carboxylate and of 50 g (1 mol) of hydrazine hydrate in 750 cm3 of ethanol is brought to reflux for one and a half hours. After concentrating the ethanol under reduced pressure, the residue is taken up in 400 cm3 of dichloromethane and the organic phase is washed with distilled water and then with a saturated aqueous sodium chloride solution, dried over magnesium s... Starting materials: C1CCOC1, CCOC(=O)c1ccc(Nc2cc(NC(=O)c3c(Cl)cccc3Cl)ncn2)cc1, [Li+], [OH-]. The product is O=C(O)c1ccc(Nc2cc(NC(=O)c3c(Cl)cccc3Cl)ncn2)cc1. As a reaction SMILES: [CH2:32]1[O:33][CH2:34][CH2:35][CH2:36]1.[Cl:1][c:2]1[c:3]([C:4](=[O:5])[NH:6][c:7]2[cH:8][c:9]([NH:13][c:14]3[cH:15][cH:16][c:17]([C:18](=[O:19])[O:20][CH2:21][CH3:22])[cH:23][cH:24]3)[n:10][cH:11][n:12]2)[c:25]([Cl:29])[cH:26][cH:27][cH:28]1.[Li+:31].[OH-:30]>>[Cl:1][c:2]1[c:3]([C:4](=[O:5])[NH:6][c:7]2[cH:8][c:9]([NH:13][c:14]3[cH:15][cH:16][c:17]([C:18](=[O:19])[OH:20])[cH:23][cH:24]3)[n:10][cH:11][n:12]2)[c:25]([Cl:29])[cH:26][cH:27][cH:28]1. Reactants: CCOCC, CCn1nc(Cl)c(CO)c1Cl, O, BrP(Br)Br. The product is CCn1nc(Cl)c(CBr)c1Cl. As a reaction SMILES: [CH3:17][CH2:18][O:19][CH2:20][CH3:21].[Cl:1][c:2]1[n:3][n:4]([CH2:10][CH3:11])[c:5]([Cl:9])[c:6]1[CH2:7][OH:8].[OH2:16].[P:12]([Br:13])([Br:14])[Br:15]>>[Cl:1][c:2]1[n:3][n:4]([CH2:10][CH3:11])[c:5]([Cl:9])[c:6]1[CH2:7][Br:13]. Reactants: C1(=C(C=CC=C1)NC(OC1CCN(CC1)CCN(C)C(CCCCCNC(=O)OC(C)(C)C)=O)=O)C1=CC=CC=C1 (1-{2-[{6-[(tert-Butoxycarbonyl)amino]hexanoyl}(methyl)amino]ethyl}piperidin-4-yl biphenyl-2-ylcarbamate), Cl.O1CCOCC1 (hydrochloric acid dioxane). Solvent: O1CCOCC1 (1,4-dioxane). Run at time 20 minute. Yields the product Cl.Cl.C1(=C(C=CC=C1)NC(OC1CCN(CC1)CCN(C)C(CCCCCN)=O)=O)C1=CC=CC=C1 (1-{2-[(6-Aminohexanoyl)(methyl)amino]ethyl}piperidin-4-yl biphenyl-2-ylcarbamate dihydrochloride). Isolated yield 105.9%. RXN SMILES: [C:1]1([C:36]2[CH:41]=[CH:40][CH:39]=[CH:38][CH:37]=2)[CH:6]=[CH:5][CH:4]=[CH:3][C:2]=1[NH:7][C:8](=[O:35])[O:9][CH:10]1[CH2:15][CH2:14][N:13]([CH2:16][CH2:17][N:18]([C:20](=[O:34])[CH2:21][CH2:22][CH2:23][CH2:24][CH2:25][NH:26]C(OC(C)(C)C)=O)[CH3:19])[CH2:12][CH2:11]1.[ClH:42].O1CCOCC1>O1CCOCC1>[ClH:42].[ClH:42].[C:1]1([C:36]2[CH:37]=[CH:38][CH:39]=[CH:40][CH:41]=2)[CH:6]=[CH:5][CH:4]=[CH:3][C:2]=1[NH:7][C:8](=[O:35])[O:9][CH:10]1[CH2:11][CH2:12][N:13]([CH2:16][CH2:17][N:18]([C:20](=[O:34])[CH2:21][CH2:22][CH2:23][CH2:24][CH2:25][NH2:26])[CH3:19])[CH2:14][CH2:15]1 |f:1.2,4.5.6|. Procedure: The compound (1.59 g, 2.80 mmol) obtained in Example 11b was dissolved in 1,4-dioxane (7 mL), 4 N hydrochloric acid-dioxane (7.00 mL, 28.0 mmol) was added under ice cooling, and the mixture was stirred at room temperature for 20 minutes. Since insoluble material was precipitated, methanol (4 mL) was added, and the mixture was stirred at room temperature for 40 minutes. The solvent was evaporated under reduced pressure to give the title compound (1.60 g; yield, 100%) as a white solid. Reactants: NC=1C=C2C=CC(N(C2=CC1)CC1=CC=CC=C1)=O (6-Amino-N-benzyl-2-quinolone), N(=C=O)C1=CC=C(C=2CCCCC12)C#N (4-Isocyanato-5,6,7,8-tetrahydronaphthalene-1-carbonitrile), O[C@@H]1CCN2C(N(C([C@@H]21)=O)C2=CC=C(C=1CCCCC21)C#N)=O ((7R,7aS)-4-(7-Hydroxy-1,3-dioxotetrahydropyrrolo[1,2-c]imidazol-2-yl)-5,6,7,8-tetrahydronaphthalene-1-carbonitrile). Product: O[C@@H]1CCN2C(N(C([C@@H]21)=O)C=2C=C1C=CC(N(C1=CC2)CC2=CC=CC=C2)=O)=O ((7R,7aS)-7-Hydroxy-2-(2-oxo-1,2-dihydro-N-benzylquinolin-6-yl)tetrahydropyrrolo[1,2-c]imidazole-1,3-dione). RXN SMILES: [NH2:1][C:2]1[CH:3]=[C:4]2[C:9](=[CH:10][CH:11]=1)[N:8]([CH2:12][C:13]1[CH:18]=[CH:17][CH:16]=[CH:15][CH:14]=1)[C:7](=[O:19])[CH:6]=[CH:5]2.N(C1C2CCCCC=2C(C#N)=CC=1)=C=O.[OH:35][C@H:36]1[C@@H:43]2[N:39]([C:40](=[O:57])N(C3C4CCCCC=4C(C#N)=CC=3)[C:42]2=[O:44])[CH2:38][CH2:37]1>>[OH:35][C@H:36]1[C@@H:43]2[N:39]([C:40](=[O:57])[N:1]([C:2]3[CH:3]=[C:4]4[C:9](=[CH:10][CH:11]=3)[N:8]([CH2:12][C:13]3[CH:14]=[CH:15][CH:16]=[CH:17][CH:18]=3)[C:7](=[O:19])[CH:6]=[CH:5]4)[C:42]2=[O:44])[CH2:38][CH2:37]1. Reported procedure: The title compound was prepared from compound 46D by procedures analogous to those described in Experiment 2E and 2F. LC/MS m/z 390 [M+H]+. Reactants: C=NC1=C(C=CC=C1C)C (N-methylene-2,6-dimethylaniline), [OH-].[Na+] (sodium hydroxide), ClC(=O)OC(Cl)(Cl)Cl (trichloromethyl chloroformate), CNC(=S)NC (1,3-dimethylthiourea). Product: CN=C1SCN(C(N1C)=O)C1=C(C=CC=C1C)C (2-methylimino-3-methyl-5-(2,6-dimethylphenyl)-tetrahydro-1,3,5-thiadiazin-4-one). Yield: 22.5%. RXN SMILES: [CH2:1]=[N:2][C:3]1[C:8]([CH3:9])=[CH:7][CH:6]=[CH:5][C:4]=1[CH3:10].ClC([O:14][C:15](Cl)(Cl)Cl)=O.[CH3:19][NH:20][C:21]([NH:23][CH3:24])=[S:22].[OH-].[Na+]>>[CH3:19][N:20]=[C:21]1[N:23]([CH3:24])[C:15](=[O:14])[N:2]([C:3]2[C:8]([CH3:9])=[CH:7][CH:6]=[CH:5][C:4]=2[CH3:10])[CH2:1][S:22]1 |f:3.4|. Reported procedure: Similarly, 2.7 g (0.02 mole) of N-methylene-2,6-dimethylaniline, 2.0 g of trichloromethyl chloroformate, 2.0 g (0.02 mole) of 1,3-dimethylthiourea, and 18 g of a 10% aqueous sodium hydroxide solution were used to obtain 0.6 g (12% yield) of 2-methylimino-3-methyl-5-(2,6-dimethylphenyl)-tetrahydro-1,3,5-thiadiazin-4-one (compound No. 389) of the formula, ##STR179## as a colorless oily substance (nD20 1.5967). The reactants are C(C)(C)OC1=C2C=3C(=CC(=CC3C(C2=CC=C1)=O)OCCC)OC (5-isopropoxy-2-propoxy-4-methoxy-fluoren-9-one), B(Cl)(Cl)Cl (boron trichloride). The solvent is C(Cl)Cl (methylene chloride). Conditions: time 1 hour. The product is OC1=C2C=3C(=CC(=CC3C(C2=CC=C1)=O)OCCC)OC (5-Hydroxy-2-propoxy-4-methoxy-fluoren-9-one). The yield is 91.0%. RXN SMILES: C([O:4][C:5]1[CH:17]=[CH:16][CH:15]=[C:14]2[C:6]=1[C:7]1[C:8]([O:23][CH3:24])=[CH:9][C:10]([O:19][CH2:20][CH2:21][CH3:22])=[CH:11][C:12]=1[C:13]2=[O:18])(C)C.B(Cl)(Cl)Cl>C(Cl)Cl>[OH:4][C:5]1[CH:17]=[CH:16][CH:15]=[C:14]2[C:6]=1[C:7]1[C:8]([O:23][CH3:24])=[CH:9][C:10]([O:19][CH2:20][CH2:21][CH3:22])=[CH:11][C:12]=1[C:13]2=[O:18]. Procedure details: Prepare a stirred solution of 5-isopropoxy-2-propoxy-4-methoxy-fluoren-9-one (2.2 g, 6.7 mmole) in 100 mL methylene chloride at 0° under argon. Dropwise add boron trichloride (15.4 mL of 1.0 M in methylene chloride, 15.4 mmole). Monitor the reaction by TLC on aliquots, in 40% ethyl acetate/hexane, quenching with saturated ammonium chloride. After 1 hour, quench the reaction with saturated ammonium chloride. Filter and wash twice with 1.00 mL methylene chloride. Separate the organic layer from th... Reactants: Cc1ccccc1N, CN(C)c1ccncc1, ClC(Cl)Cl, O=C(Cl)c1c(Cl)cccc1Cl. The product is Cc1ccccc1NC(=O)c1c(Cl)cccc1Cl. Reaction SMILES: [CH3:1][c:2]1[c:3]([NH2:8])[cH:4][cH:5][cH:6][cH:7]1.[CH3:20][N:21]([CH3:22])[c:23]1[cH:24][cH:25][n:26][cH:27][cH:28]1.[Cl:29][CH:30]([Cl:31])[Cl:32].[Cl:9][c:10]1[c:11]([C:12](=[O:13])[Cl:14])[c:15]([Cl:19])[cH:16][cH:17][cH:18]1>>[CH3:1][c:2]1[c:3]([NH:8][C:12]([c:11]2[c:10]([Cl:9])[cH:18][cH:17][cH:16][c:15]2[Cl:19])=[O:13])[cH:4][cH:5][cH:6][cH:7]1. Starting materials: C(C)(C)(C)OC(=O)N1C(CC[C@H]1CC1=CC=C(C=C1)C1=CC=CC=C1)=O ((S)-5-biphenyl-4-ylmethyl-2-oxo-pyrrolidine-1-carboxylic acid tert-butyl ester), C(=O)(C(F)(F)F)O (CF3COOH). Solvent: C(Cl)Cl (methylene chloride). Run at time 1.5 hour. Yields the product C1(=CC=C(C=C1)C[C@@H]1CCC(N1)=O)C1=CC=CC=C1 ((S)-5-biphenyl-4-ylmethylpyrrolidin-2-one). As a reaction SMILES: C(OC([N:8]1[C@H:12]([CH2:13][C:14]2[CH:19]=[CH:18][C:17]([C:20]3[CH:25]=[CH:24][CH:23]=[CH:22][CH:21]=3)=[CH:16][CH:15]=2)[CH2:11][CH2:10][C:9]1=[O:26])=O)(C)(C)C.C(O)(C(F)(F)F)=O>C(Cl)Cl>[C:17]1([C:20]2[CH:21]=[CH:22][CH:23]=[CH:24][CH:25]=2)[CH:16]=[CH:15][C:14]([CH2:13][C@H:12]2[NH:8][C:9](=[O:26])[CH2:10][CH2:11]2)=[CH:19][CH:18]=1. Reported procedure: 8.9 g of (S)-5-biphenyl-4-ylmethyl-2-oxo-pyrrolidine-1-carboxylic acid tert-butyl ester (1-a, R1=BOC) (25.3 mmol) is dissolved in 90 ml methylene chloride. Then 5 ml CF3COOH are added. This mixture is stirred at rt for 1.5 h. The reaction mixture is concentrated. Heptane fraction is then added to the residue. The product is crystallized. The obtained product is dissolved in toluene and then it is washed with NaHCO3 (aq) solution. The organic layer is evaporated to yield (S)-5-biphenyl-4-ylmethyl...